From a dataset of the Open Reaction Database (ORD), a public repository of structured organic reaction records. describe an organic reaction: reactants, conditions, products, and yield The reactants are Cc1ccc([N+](=O)[O-])c(C(=O)Cl)c1, Nc1cccnc1Cl, C1CCOC1, O, c1ccncc1. Product: Cc1ccc([N+](=O)[O-])c(C(=O)Nc2cccnc2Cl)c1. As a reaction SMILES: [CH3:1][c:2]1[cH:3][cH:4][c:5]([N+:11](=[O:12])[O-:13])[c:6]([C:7](=[O:8])[Cl:9])[cH:10]1.[Cl:14][c:15]1[n:16][cH:17][cH:18][cH:19][c:20]1[NH2:21].[O:28]1[CH2:29][CH2:30][CH2:31][CH2:32]1.[OH2:33].[cH:22]1[cH:23][cH:24][n:25][cH:26][cH:27]1>>[CH3:1][c:2]1[cH:3][cH:4][c:5]([N+:11](=[O:12])[O-:13])[c:6]([C:7](=[O:8])[NH:21][c:20]2[c:15]([Cl:14])[n:16][cH:17][cH:18][cH:19]2)[cH:10]1. Starting materials: CC(=O)O[BH-](OC(C)=O)OC(C)=O, NCc1ccccc1, CC(=O)O, ClCCCl, ClCCl, [Na+], O=Cc1cccc2cc[nH]c12. Yields the product c1ccc(CNCc2cccc3cc[nH]c23)cc1. As a reaction SMILES: [C:9]([O:10][BH-:11]([O:12][C:13](=[O:14])[CH3:15])[O:16][C:17](=[O:18])[CH3:19])(=[O:20])[CH3:21].[CH2:1]([c:2]1[cH:3][cH:4][cH:5][cH:6][cH:7]1)[NH2:8].[CH3:23][C:24](=[O:25])[OH:26].[Cl:38][CH2:39][CH2:40][Cl:41].[Cl:42][CH2:43][Cl:44].[Na+:22].[nH:27]1[cH:28][cH:29][c:30]2[cH:31][cH:32][cH:33][c:34]([CH:36]=[O:37])[c:35]12>>[CH2:1]([c:2]1[cH:3][cH:4][cH:5][cH:6][cH:7]1)[NH:8][CH2:36][c:34]1[cH:33][cH:32][cH:31][c:30]2[cH:29][cH:28][nH:27][c:35]21.